Dataset: the Open Reaction Database (ORD), a public repository of structured organic reaction records. Task: describe an organic reaction: reactants, conditions, products, and yield The reactants are [OH-].[K+] (potassium hydroxide), [O-]S(=O)(=O)[O-].[Ca+2] (Drierite), diester, C(C1=CC=C(C(=O)OC)C=C1)(=O)OC (dimethyl terephthalate), C1(=CC=CC=C1)C (toluene). The solvent is CO (methanol). Conditions: temperature 67.5 celsius, time 30 minute. The product is C(C1=CC=C(C(=O)[O-])C=C1)(=O)OC.[K+] (Monopotassium Methyl Terephthalate). As a reaction SMILES: [O-]S([O-])(=O)=O.[Ca+2].[C:7]([O:19]C)(=[O:18])[C:8]1[CH:17]=[CH:16][C:11]([C:12]([O:14][CH3:15])=[O:13])=[CH:10][CH:9]=1.C1(C)C=CC=CC=1.[OH-].[K+:29]>CO>[C:12]([O:14][CH3:15])(=[O:13])[C:11]1[CH:16]=[CH:17][C:8]([C:7]([O-:19])=[O:18])=[CH:9][CH:10]=1.[K+:29] |f:0.1,4.5,7.8|. Procedure: To a three-necked 50 ml round bottom flask equipped with a mechanical stirrer, reflux condenser and an addition funnel topped with a drying tube containing indicating Drierite® were added 2.70 gm (0.0139 mole) of dimethyl terephthalate (ex Aldrich Chemical Co.) and 15 ml of toluene. A solution containing 0.76 gm (0.0136 mole) of potassium hydroxide and 10 ml of methanol was added dropwise to the diester solution. The mixture formed an immediate emulsion. The emulsion was heated to 65-70° C. and ... Reactants: C(C1=CC=CC=C1)N1C(OC(C1)CO)=O (3-benzyl-5-hydroxymethyl-2-oxazolidinone), S(=O)(=O)(Cl)Cl (sulfonyl chloride). Run in C(Cl)(Cl)Cl (chloroform). The product is C(C1=CC=CC=C1)N1C(OC(C1)CCl)=O (3-Benzyl-5-chloromethyl-2-oxazolidinone). The yield is 80.6%. As a reaction SMILES: [CH2:1]([N:8]1[CH2:12][CH:11]([CH2:13]O)[O:10][C:9]1=[O:15])[C:2]1[CH:7]=[CH:6][CH:5]=[CH:4][CH:3]=1.S(Cl)([Cl:19])(=O)=O>C(Cl)(Cl)Cl>[CH2:1]([N:8]1[CH2:12][CH:11]([CH2:13][Cl:19])[O:10][C:9]1=[O:15])[C:2]1[CH:7]=[CH:6][CH:5]=[CH:4][CH:3]=1. Procedure details: A solution of 20 g (0.1 mole) of 3-benzyl-5-hydroxymethyl-2-oxazolidinone and 24 g (0.2 mole) of sulfonyl chloride in chloroform was refluxed for 3 hr. The reaction mixture was dried over anhydrous sodium sulfate, concentrated and subjected to distillation to give 18.2 g (81%) liquid, b.p. 176°-178° C. at 0.1 mm. Starting materials: C(#N)C1=C(C=CC=C1)C1=CC=C(C=C1)CC=1C(N(C=2N(C1CCC)N=CN2)[C@@H]2CC[C@H](CC2)OCC(=O)O)=O ([(trans-4-{6-[(2′-cyanobiphenyl-4-yl)methyl]-5-oxo-7-propyl[1,2,4]triazolo[1,5-a]pyrimidin-4(5H)-yl}cyclohexyl)oxy]acetic acid), Cl.CONC (N-methoxymethanamine hydrochloride), ON1N=NC2=C1C=CC=C2 (1-hydroxybenzotriazole), Cl.C(C)N=C=NCCCN(C)C (1-ethyl-3-(3-dimethylaminopropyl)carbodiimide hydrochloride). Run in C(C)(=O)OCC (ethyl acetate), CN(C=O)C (N,N-dimethylformamide), C(C)N(CC)CC (triethylamine). Reaction conditions: time 16 hour. Yields the product C(#N)C1=C(C=CC=C1)C1=CC=C(C=C1)CC=1C(N(C=2N(C1CCC)N=CN2)[C@@H]2CC[C@H](CC2)OCC(=O)N(C)OC)=O (2-[(trans-4-{6-[(2′-cyanobiphenyl-4-yl)methyl]-5-oxo-7-propyl[1,2,4]triazolo[1,5-a]pyrimidin-4(5H)-yl}cyclohexyl)oxy]-N-methoxy-N-methylacetamide). Isolated yield 77.0%. Reaction SMILES: [C:1]([C:3]1[CH:8]=[CH:7][CH:6]=[CH:5][C:4]=1[C:9]1[CH:14]=[CH:13][C:12]([CH2:15][C:16]2[C:17](=[O:39])[N:18]([C@H:28]3[CH2:33][CH2:32][C@H:31]([O:34][CH2:35][C:36](O)=[O:37])[CH2:30][CH2:29]3)[C:19]3[N:20]([N:25]=[CH:26][N:27]=3)[C:21]=2[CH2:22][CH2:23][CH3:24])=[CH:11][CH:10]=1)#[N:2].Cl.[CH3:41][O:42][NH:43][CH3:44].ON1C2C=CC=CC=2N=N1.Cl.C(N=C=NCCCN(C)C)C>C(OCC)(=O)C.CN(C)C=O.C(N(CC)CC)C>[C:1]([C:3]1[CH:8]=[CH:7][CH:6]=[CH:5][C:4]=1[C:9]1[CH:14]=[CH:13][C:12]([CH2:15][C:16]2[C:17](=[O:39])[N:18]([C@H:28]3[CH2:29][CH2:30][C@H:31]([O:34][CH2:35][C:36]([N:43]([O:42][CH3:41])[CH3:44])=[O:37])[CH2:32][CH2:33]3)[C:19]3[N:20]([N:25]=[CH:26][N:27]=3)[C:21]=2[CH2:22][CH2:23][CH3:24])=[CH:11][CH:10]=1)#[N:2] |f:1.2,4.5|. Reported procedure: A mixture of [(trans-4-{6-[(2′-cyanobiphenyl-4-yl)methyl]-5-oxo-7-propyl[1,2,4]triazolo[1,5-a]pyrimidin-4(5H)-yl}cyclohexyl)oxy]acetic acid (0.9 g), N-methoxymethanamine hydrochloride (0.25 g), 1-hydroxybenzotriazole (0.39 g), 1-ethyl-3-(3-dimethylaminopropyl)carbodiimide hydrochloride (0.49 g), triethylamine (0.36 mL) and N,N-dimethylformamide (10 mL) was stirred at room temperature for 16 hr. The reaction mixture was diluted with ethyl acetate, washed with 1 N hydrochloric acid and then with s... Reaction SMILES: [Cl:1][C:2]1[CH:7]=[CH:6][C:5]([S:8]([N:11]=[C:12]([N:32]2[CH2:36][CH:35]([C:37]3[CH:42]=[CH:41][CH:40]=[CH:39][CH:38]=3)[C:34]([C:43]3[CH:48]=[CH:47][C:46]([Cl:49])=[CH:45][CH:44]=3)=[N:33]2)[NH:13][CH2:14][CH2:15][CH2:16][CH2:17][CH2:18][CH2:19][C:20]([C:25]2[CH:30]=[CH:29][C:28]([F:31])=[CH:27][CH:26]=2)(OC)[O:21]C)(=[O:10])=[O:9])=[CH:4][CH:3]=1>C1COCC1.CO.Cl>[Cl:1][C:2]1[CH:7]=[CH:6][C:5]([S:8]([N:11]=[C:12]([N:32]2[CH2:36][CH:35]([C:37]3[CH:38]=[CH:39][CH:40]=[CH:41][CH:42]=3)[C:34]([C:43]3[CH:44]=[CH:45][C:46]([Cl:49])=[CH:47][CH:48]=3)=[N:33]2)[NH:13][CH2:14][CH2:15][CH2:16][CH2:17][CH2:18][CH2:19][C:20]([C:25]2[CH:30]=[CH:29][C:28]([F:31])=[CH:27][CH:26]=2)=[O:21])(=[O:9])=[O:10])=[CH:4][CH:3]=1 |f:1.2|. Reaction conditions: time 20 hour. Reactants: ClC1=CC=C(C=C1)S(=O)(=O)N=C(NCCCCCCC(OC)(OC)C1=CC=C(C=C1)F)N1N=C(C(C1)C1=CC=CC=C1)C1=CC=C(C=C1)Cl (4-Chloro-N-{[3-(4-chlorophenyl)-4-phenyl-4,5-dihydro-1H-pyrazol-1-yl]-[7-(4-fluoro-phenyl)-7,7-dimethoxyheptylamino] methylene}-benzenesulfonamide). Solvent: C1CCOC1.CO (THF methanol), Cl (hydrochloric acid). Procedure details: Part B: 4-Chloro-N-{[3-(4-chlorophenyl)-4-phenyl-4,5-dihydro-1H-pyrazol-1-yl]-[7-(4-fluoro-phenyl)-7,7-dimethoxyheptylamino] methylene}-benzenesulfonamide (0.200 g, 0.258 mmol) was dissolved in a 1:1 mixture of THF/methanol (30 ml) and 1 N hydrochloric acid (5 ml) was added and the resulting mixture was stirred at room temperature for 20 hours. The mixture was quenched with 5% aqueous NaHCO3. Most of the THF and methanol were removed by evaporation in vacuo. The remaining water layer was twice e... Product: ClC1=CC=C(C=C1)S(=O)(=O)N=C(NCCCCCCC(=O)C1=CC=C(C=C1)F)N1N=C(C(C1)C1=CC=CC=C1)C1=CC=C(C=C1)Cl (4-chloro-N-{[3-(4-chlorophenyl)-4-phenyl-4,5-dihydro-1H-pyrazol-1-yl]-[7-(4-fluorophenyl)-7-oxo-heptylamino] methylene}benzenesulfonamide). Isolated yield 115.8%.